The task is: describe an organic reaction: reactants, conditions, products, and yield. This data is from the Open Reaction Database (ORD), a public repository of structured organic reaction records. The reactants are ClC=1C=CC(=C(C(=O)O)C1)O (5-chloro-2-hydroxybenzoic acid), C(C1=CC=CC=C1)Br (benzyl bromide), C([O-])([O-])=O.[K+].[K+] (potassium carbonate). Run in CN(C)C=O (DMF), O (water). Reaction conditions: time 8 hour. The product is ClC=1C=CC(=C(C(=O)OCC2=CC=CC=C2)C1)OCC1=CC=CC=C1 (Phenylmethyl 5-chloro-2-[(phenylmethyl)oxy]benzoate). As a reaction SMILES: [Cl:1][C:2]1[CH:3]=[CH:4][C:5]([OH:11])=[C:6]([CH:10]=1)[C:7]([OH:9])=[O:8].[CH2:12](Br)[C:13]1[CH:18]=[CH:17][CH:16]=[CH:15][CH:14]=1.C(=O)([O-])[O-].[K+].[K+]>CN(C=O)C.O>[Cl:1][C:2]1[CH:3]=[CH:4][C:5]([O:11][CH2:7][C:6]2[CH:10]=[CH:2][CH:3]=[CH:4][CH:5]=2)=[C:6]([CH:10]=1)[C:7]([O:9][CH2:12][C:13]1[CH:18]=[CH:17][CH:16]=[CH:15][CH:14]=1)=[O:8] |f:2.3.4|. Procedure details: A mixture of 5-chloro-2-hydroxybenzoic acid (2.03 g, 11.8 mmol), benzyl bromide (2.79 ml, 23.5 mmol) and potassium carbonate (4.87 g, 35.3 mmol) in DMF (20 ml) was stirred at room temperature overnight then heated at 60° C. for 1 hour. Cooled, diluted with water (150 ml) and extracted with ethyl acetate (×3). The organics were washed with water (×2) and brine, dried (MgSO4), and concentrated in vacuo to yield the crude title compound as a yellow oil which was used immediately without further pur... The reactants are ClC1=C2C(=C(C(C(C2=CC=C1)(C)C)=O)C(=O)OCC)O (Ethyl 5-chloro-4-hydroxy-1,1-dimethyl-2-oxo-naphthalene-3-carboxylate), Cl.C(C)(C)(C)OC(CN)=O (glycine tert-butyl ester hydrochloride), CCN(C(C)C)C(C)C (DIPEA). Run in O1CCOCC1 (dioxane). Run at temperature 75 celsius, time 4 hour. Product: ClC1=C2C(=C(C(C(C2=CC=C1)(C)C)=O)C(=O)NCC(=O)OC(C)(C)C)O (tert-Butyl N-((5-chloro-4-hydroxy-1,1-dimethyl-2-oxo-naphthalen-3-yl)carbonyl)glycinate). Yield: 75.3%. RXN SMILES: [Cl:1][C:2]1[CH:11]=[CH:10][CH:9]=[C:8]2[C:3]=1[C:4]([OH:20])=[C:5]([C:15](OCC)=[O:16])[C:6](=[O:14])[C:7]2([CH3:13])[CH3:12].Cl.[C:22]([O:26][C:27](=[O:30])[CH2:28][NH2:29])([CH3:25])([CH3:24])[CH3:23].CCN(C(C)C)C(C)C>O1CCOCC1>[Cl:1][C:2]1[CH:11]=[CH:10][CH:9]=[C:8]2[C:3]=1[C:4]([OH:20])=[C:5]([C:15]([NH:29][CH2:28][C:27]([O:26][C:22]([CH3:25])([CH3:24])[CH3:23])=[O:30])=[O:16])[C:6](=[O:14])[C:7]2([CH3:13])[CH3:12] |f:1.2|. Procedure details: Ethyl 5-chloro-4-hydroxy-1,1-dimethyl-2-oxo-naphthalene-3-carboxylate (210 mg, 713 μmol, 1.0 eq) and glycine tert-butyl ester hydrochloride (143 mg, 855 μmol, 1.20 eq) were mixed in dioxane (5 mL) in a round bottom flask. DIPEA (186 μL, 1069 μmol, 1.5 eq) was added via syringe, and the reaction was stirred at 75° C. for 4 hours. The reaction mixture was cooled to room temperature and concentrated in vacuo to give a yellow solid. The crude product was purified by silica flash chromatography (0-50... Starting materials: C1CCCCC1, C1COCCN1, CC(C)CC=O, O. Product: CC(C)C=CN1CCOCC1. Reaction SMILES: [CH2:1]1[CH2:2][CH2:3][CH2:4][CH2:5][CH2:6]1.[CH2:7]1[CH2:8][O:9][CH2:10][CH2:11][NH:12]1.[CH:13]([CH2:14][CH:15]([CH3:16])[CH3:17])=[O:18].[OH2:19]>>[CH2:7]1[CH2:8][O:9][CH2:10][CH2:11][N:12]1[CH:13]=[CH:14][CH:15]([CH3:16])[CH3:17]. The reactants are C(C)OC(CN1C(C(=NC=C1)NCCCN(CC1CC1)C(=O)OC(C)(C)C)=O)=O ({3-[3-(tert-butoxycarbonyl-cyclopropylmethyl-amino)-propylamino]-2-oxo-2H-pyrazin-1-yl}-acetic acid ethyl ester), ClN1C(CCC1=O)=O (N-chlorosuccinimide), ClN1C(CCC1=O)=O (N-chlorosuccinimide). Solvent: ClCCCl (1,2-dichloroethane). Product: C(C)OC(CN1C(C(=NC=C1Cl)NCCCN(CC1CC1)C(=O)OC(C)(C)C)=O)=O ({3-[3-(tert-butoxycarbonyl-cyclopropylmethyl-amino)-propylamino]-6-chloro-2-oxo-2H-pyrazin-1-yl}-acetic acid ethyl ester). The yield is 90.3%. Reaction SMILES: [CH2:1]([O:3][C:4](=[O:29])[CH2:5][N:6]1[CH:11]=[CH:10][N:9]=[C:8]([NH:12][CH2:13][CH2:14][CH2:15][N:16]([C:21]([O:23][C:24]([CH3:27])([CH3:26])[CH3:25])=[O:22])[CH2:17][CH:18]2[CH2:20][CH2:19]2)[C:7]1=[O:28])[CH3:2].[Cl:30]N1C(=O)CCC1=O>ClCCCl>[CH2:1]([O:3][C:4](=[O:29])[CH2:5][N:6]1[C:11]([Cl:30])=[CH:10][N:9]=[C:8]([NH:12][CH2:13][CH2:14][CH2:15][N:16]([C:21]([O:23][C:24]([CH3:25])([CH3:27])[CH3:26])=[O:22])[CH2:17][CH:18]2[CH2:19][CH2:20]2)[C:7]1=[O:28])[CH3:2]. Procedure details: A solution of {3-[3-(tert-butoxycarbonyl-cyclopropylmethyl-amino)-propylamino]-2-oxo-2H-pyrazin-1-yl}-acetic acid ethyl ester (250 mg, 0.61 mmol, preparation described in example 21, step D) and N-chlorosuccinimide (73 mg, 0.55 mmol) in 1,2-dichloroethane (4.2 ml) was heated to 80° C. for 1.5 h. Additional N-chlorosuccinimide (8 mg) was added and the reaction mixture was heated for 1 h. Concentration and flash chromatography (silica gel, hexane-ethyl acetate, 80:20) gave {3-[3-(tert-butoxycarbon... Reactants: N(=O)[O-].[Na+] (NaNO2), NC1=CC(=C(C#N)C=C1)Cl (4-amino-2-chlorobenzonitrile), O.O.Cl[Sn]Cl (SnCl2.2H2O). The solvent is O (water), C1CCOC1 (THF), Cl (HCl), Cl (HCl). Reaction conditions: temperature -5 celsius, time 2 hour. Product: Cl.ClC1=C(C#N)C=CC(=C1)NN (2-Chloro-4-hydrazinobenzonitrile hydrochloride). Reaction SMILES: [NH2:1][C:2]1[CH:9]=[CH:8][C:5]([C:6]#[N:7])=[C:4]([Cl:10])[CH:3]=1.[N:11]([O-])=O.[Na+].O.O.Cl[Sn]Cl>C1COCC1.O.Cl>[ClH:10].[Cl:10][C:4]1[CH:3]=[C:2]([NH:1][NH2:11])[CH:9]=[CH:8][C:5]=1[C:6]#[N:7] |f:1.2,3.4.5,9.10|. Procedure details: 5 g of 4-amino-2-chlorobenzonitrile and 40 ml of concentrated HCl in 30 ml of THF are mixed at −5° C.; 2.26 g of NaNO2 in 30 ml of water are added and the mixture is left stirring for 2 hours, 30 g of SnCl2.2H2O in 30 ml of concentrated HCl are then added and stirring is maintained at −5° C. for 30 minutes.